Task: describe an organic reaction: reactants, conditions, products, and yield. Dataset: the Open Reaction Database (ORD), a public repository of structured organic reaction records As a reaction SMILES: CC(C)([S@]([NH:6][C@@:7]([C:20]1[CH:25]=[CH:24][CH:23]=[CH:22][C:21]=1[F:26])([CH3:19])[C:8]([F:18])([F:17])[CH:9]=[C:10]([F:16])[C:11](OCC)=[O:12])=O)C.C(OCC)(=O)C.Cl.C([O-])([O-])=O.[K+].[K+]>[Pd].CO>[F:16][CH:10]1[CH2:9][C:8]([F:18])([F:17])[C@:7]([C:20]2[CH:25]=[CH:24][CH:23]=[CH:22][C:21]=2[F:26])([CH3:19])[NH:6][C:11]1=[O:12] |f:3.4.5|. The yield is 57.0%. The reactants are Cl (HCl), CC(C)([S@@](=O)N[C@](C(C=C(C(=O)OCC)F)(F)F)(C)C1=C(C=CC=C1)F)C ((R)-Ethyl 5-((R)-1,1-dimethylethylsulfinamido)-2,4,4-trifluoro-5-(2-fluorophenyl)hex-2-enoate), C(C)(=O)OCC (ethyl acetate), C(=O)([O-])[O-].[K+].[K+] (K2CO3), C(C)(=O)OCC (ethyl acetate). Reagents/catalysts: [Pd] (Palladium on carbon), [Pd] (Palladium on carbon). Reported procedure: (R)-Ethyl 5-((R)-1,1-dimethylethylsulfinamido)-2,4,4-trifluoro-5-(2-fluorophenyl)hex-2-enoate (5.1 g, 12.5 mmol) was dissolved in ethyl acetate (200 mmol) and placed in a Parr-flask. Palladium on carbon (2.65 g, 2.49 mmol, 10%) was added and the Parr-flask was placed in a Parr-shaker (H2-pressure=2.8 bar initially). After 16 h in the Parr shaker at room temperature the reaction mixture was filtered through a plug of celite using ethyl acetate for elution. The filtrate was concentrated under redu... Yields the product FC1C(N[C@](C(C1)(F)F)(C)C1=C(C=CC=C1)F)=O ((6R)-3,5,5-trifluoro-6-(2-fluorophenyl)-6-methylpiperidin-2-one). Run in CO (methanol). Conditions: time 16 hour. Starting materials: CCCC(C(=O)OC)c1c(C)nc2cc(C(C)(C)C)nn2c1-c1ccc2c(c1)CCCO2, CO, [Na+], [OH-]. Product: CCCC(C(=O)O)c1c(C)nc2cc(C(C)(C)C)nn2c1-c1ccc2c(c1)CCCO2. Reaction SMILES: [C:1]([CH3:2])([CH3:3])([CH3:4])[c:5]1[n:6][n:7]2[c:8]([n:9][c:10]([CH3:31])[c:11]([CH:23]([C:24](=[O:25])[O:26][CH3:27])[CH2:28][CH2:29][CH3:30])[c:12]2-[c:13]2[cH:14][c:15]3[c:20]([cH:21][cH:22]2)[O:19][CH2:18][CH2:17][CH2:16]3)[cH:32]1.[CH3:35][OH:36].[Na+:34].[OH-:33]>>[C:1]([CH3:2])([CH3:3])([CH3:4])[c:5]1[n:6][n:7]2[c:8]([n:9][c:10]([CH3:31])[c:11]([CH:23]([C:24](=[O:25])[OH:26])[CH2:28][CH2:29][CH3:30])[c:12]2-[c:13]2[cH:14][c:15]3[c:20]([cH:21][cH:22]2)[O:19][CH2:18][CH2:17][CH2:16]3)[cH:32]1. Reactants: FC(S(=O)(=O)OS(=O)(=O)C(F)(F)F)(F)F (trifluoromethanesulfonic anhydride), C(=O)C1=C(C=C(C#N)C=C1)O (4-formyl-3-hydroxybenzonitrile), C(C)(C)N(C(C)C)CC (N,N-diisopropylethylamine). Solvent: ClCCl (dichloromethane), ClCCl (dichloromethane). Conditions: time 1 hour. Product: FC(S(=O)(=O)OC1=C(C=CC(=C1)C#N)C=O)(F)F (5-Cyano-2-formylphenyl trifluoromethanesulfonate). RXN SMILES: [F:1][C:2]([F:15])([F:14])[S:3]([O:6]S(C(F)(F)F)(=O)=O)(=[O:5])=[O:4].[CH:16]([C:18]1[CH:25]=[CH:24][C:21]([C:22]#[N:23])=[CH:20][C:19]=1O)=[O:17].C(N(CC)C(C)C)(C)C>ClCCl>[F:1][C:2]([F:15])([F:14])[S:3]([O:6][C:25]1[CH:24]=[C:21]([C:22]#[N:23])[CH:20]=[CH:19][C:18]=1[CH:16]=[O:17])(=[O:5])=[O:4]. Procedure: 2.4 ml (14.27 mmol) of trifluoromethanesulfonic anhydride are added dropwise to a solution of 2 g (13.59 mmol) of 4-formyl-3-hydroxybenzonitrile and 2.5 ml (14.27 mmol) of N,N-diisopropylethylamine in 37 ml of anhydrous dichloromethane at 0° C. under an argon atmosphere. The reaction mixture is stirred at RT for 1 h, then diluted with 70 ml of dichloromethane and washed successively with 1 M hydrochloric acid, saturated sodium bicarbonate solution and saturated sodium chloride solution. The orga...